Dataset: the Open Reaction Database (ORD), a public repository of structured organic reaction records. Task: describe an organic reaction: reactants, conditions, products, and yield Reactants: IC=1C=C(C(=O)O)C=CC1C (3-Iodo-4-methyl benzoic acid), [NH4+].[OH-] (NH4OH), C(C1=CC=CC=C1)(=O)N (benzamide), C(=O)(C(=O)Cl)Cl ((COCl)2). Product: IC=1C=C(C(=O)N)C=CC1C (3-iodo-4-methyl benzamide). Yield: 93.0%. Reaction SMILES: [I:1][C:2]1[CH:3]=[C:4]([CH:8]=[CH:9][C:10]=1[CH3:11])[C:5](O)=[O:6].C([NH2:20])(=O)C1C=CC=CC=1.C(Cl)(C(Cl)=O)=O.[NH4+].[OH-]>>[I:1][C:2]1[CH:3]=[C:4]([CH:8]=[CH:9][C:10]=1[CH3:11])[C:5]([NH2:20])=[O:6] |f:3.4|. Procedure details: 3-Iodo-4-methyl benzoic acid was converted to the corresponding benzamide according to the procedure described for compound la above ((COCl)2, NH4OH), to provide 3-iodo-4-methyl benzamide in 93% yield. Further conversion according to Method B described above provided compound 10 in 48% yield. 1H NMR (CDCl3) δ 8.02 (1 H, d, J=1.6 Hz), 7.95 (1 H, d, J=7.9 Hz), 7.29 (1 H, d, J=7.9 Hz), 6.46 (1 H, d, J=15.9 Hz), 6.10 (1 H, br s), 5.75 (1 H, br s), 4.08 (2 H, q, J=7.1 Hz), 2.48 (3 H, s), 1.42 (3 H, t... The reactants are C(C1=CC=CC=C1)OC1=CC2=C(C=N1)CCC21C(C1)C(=O)OCC (Ethyl 3-(benzyloxy)-6,7-dihydrospiro[cyclopenta[c]pyridine-5,1′-cyclopropane]-2′-carboxylate), [H][H] (hydrogen). Reagents/catalysts: [Pd] (palladium on carbon). Run in CCO (EtOH). Reaction conditions: time 1 hour. Yields the product O=C1C=C2C(=CN1)CCC21C(C1)C(=O)OCC (Ethyl 3-oxo-2,3,6,7-tetrahydrospiro[cyclopenta[c]pyridine-5,1′-cyclopropane]-2′-carboxylate). RXN SMILES: C([O:8][C:9]1[N:14]=[CH:13][C:12]2[CH2:15][CH2:16][C:17]3([CH2:19][CH:18]3[C:20]([O:22][CH2:23][CH3:24])=[O:21])[C:11]=2[CH:10]=1)C1C=CC=CC=1.[H][H]>CCO.[Pd]>[O:8]=[C:9]1[NH:14][CH:13]=[C:12]2[CH2:15][CH2:16][C:17]3([CH2:19][CH:18]3[C:20]([O:22][CH2:23][CH3:24])=[O:21])[C:11]2=[CH:10]1. Reported procedure: Compound H6.7 (200 mg, 618 μmol) was dissolved in 5 mL EtOH. To this solution was added palladium on carbon (65.8 mg, 618 μmol) and hydrogen was introduced by balloon. The reaction was stirred at room temperature for 1 hour. After the reaction was complete, the catalyst was filtered off and the solvent was removed to provide H6.8 (135 mg, 93.6%). MS ESI (pos.) m/e: 234.2 (M+H)+. Starting materials: C1CCOC1, CCOC(=O)c1sc(C2=NOC(c3cc(Cl)cc(Cl)c3)(C(F)(F)F)C2)cc1C, Cl, [Li+], [OH-], O. Yields the product Cc1cc(C2=NOC(c3cc(Cl)cc(Cl)c3)(C(F)(F)F)C2)sc1C(=O)O. Reaction SMILES: [CH2:32]1[O:33][CH2:34][CH2:35][CH2:36]1.[CH2:3]([CH3:4])[O:5][C:6](=[O:7])[c:8]1[s:9][c:10]([C:14]2=[N:15][O:16][C:17]([C:19]([F:20])([F:21])[F:22])([c:23]3[cH:24][c:25]([Cl:30])[cH:26][c:27]([Cl:29])[cH:28]3)[CH2:18]2)[cH:11][c:12]1[CH3:13].[ClH:31].[Li+:2].[OH-:1].[OH2:37]>>[O:5]=[C:6]([OH:7])[c:8]1[s:9][c:10]([C:14]2=[N:15][O:16][C:17]([C:19]([F:20])([F:21])[F:22])([c:23]3[cH:24][c:25]([Cl:30])[cH:26][c:27]([Cl:29])[cH:28]3)[CH2:18]2)[cH:11][c:12]1[CH3:13]. Starting materials: C(C)OC(CCC1=C(C=C(C=C1)OC1=CC(=CC(=C1)C)OC1=C(C=C(C=C1)C(F)(F)F)Br)C)=O (3-{4-[3-(2-bromo-4-trifluoromethyl-phenoxy)-5-methyl-phenoxy]-2-methyl-phenyl}-propionic acid ethyl ester), CS(=O)(=O)C1=CC=C(C=C1)B(O)O (4-(methylsulfonyl)phenyl boronic acid). The product is CS(=O)(=O)C1=CC=C(C=C1)C1=C(C=CC(=C1)C(F)(F)F)OC=1C=C(OC2=CC(=C(C=C2)CCC(=O)O)C)C=C(C1)C (3-{4-[3-(4′-Methanesulfonyl-5-trifluoromethyl-biphenyl-2-yloxy)-5-methyl-phenoxy]-2-methyl-phenyl}-propionic acid). Reaction SMILES: C([O:3][C:4](=[O:34])[CH2:5][CH2:6][C:7]1[CH:12]=[CH:11][C:10]([O:13][C:14]2[CH:19]=[C:18]([CH3:20])[CH:17]=[C:16]([O:21][C:22]3[CH:27]=[CH:26][C:25]([C:28]([F:31])([F:30])[F:29])=[CH:24][C:23]=3Br)[CH:15]=2)=[CH:9][C:8]=1[CH3:33])C.[CH3:35][S:36]([C:39]1[CH:44]=[CH:43][C:42](B(O)O)=[CH:41][CH:40]=1)(=[O:38])=[O:37]>>[CH3:35][S:36]([C:39]1[CH:44]=[CH:43][C:42]([C:27]2[CH:26]=[C:25]([C:28]([F:30])([F:31])[F:29])[CH:24]=[CH:23][C:22]=2[O:21][C:16]2[CH:15]=[C:14]([CH:19]=[C:18]([CH3:20])[CH:17]=2)[O:13][C:10]2[CH:11]=[CH:12][C:7]([CH2:6][CH2:5][C:4]([OH:34])=[O:3])=[C:8]([CH3:33])[CH:9]=2)=[CH:41][CH:40]=1)(=[O:38])=[O:37]. Procedure details: The title compound is prepared by reacting the compound of 3-{4-[3-(2-bromo-4-trifluoromethyl-phenoxy)-5-methyl-phenoxy]-2-methyl-phenyl}-propionic acid ethyl ester with 4-(methylsulfonyl)phenyl boronic acid as in Example 38 to afford 0.062 g (48%). 1H NMR (400 MHz, CDCl3); MS (ES+) m/z mass calculated for C31H27O6SF3 584, found 585 (M+1, 100%).